From a dataset of the Open Reaction Database (ORD), a public repository of structured organic reaction records. describe an organic reaction: reactants, conditions, products, and yield Starting materials: C1CCOC1, COC(=O)c1c(C)sc2cc(Oc3ccnc4cc(C(=O)N5CCC(OC)C5)sc34)ccc12, CO, Cl, [Li+], [OH-], O, O, O. Yields the product COC1CCN(C(=O)c2cc3nccc(Oc4ccc5c(C(=O)O)c(C)sc5c4)c3s2)C1. As a reaction SMILES: [CH2:38]1[O:39][CH2:40][CH2:41][CH2:42]1.[CH3:1][O:2][CH:3]1[CH2:4][N:5]([C:8](=[O:9])[c:10]2[cH:11][c:12]3[n:13][cH:14][cH:15][c:16]([O:19][c:20]4[cH:21][cH:22][c:23]5[c:24]([s:25][c:26]([CH3:32])[c:27]5[C:28](=[O:29])[O:30][CH3:31])[cH:33]4)[c:17]3[s:18]2)[CH2:6][CH2:7]1.[CH3:43][OH:44].[ClH:37].[Li+:35].[OH-:34].[OH2:36].[OH2:45].[OH2:46]>>[CH3:1][O:2][CH:3]1[CH2:4][N:5]([C:8](=[O:9])[c:10]2[cH:11][c:12]3[n:13][cH:14][cH:15][c:16]([O:19][c:20]4[cH:21][cH:22][c:23]5[c:24]([s:25][c:26]([CH3:32])[c:27]5[C:28](=[O:29])[OH:30])[cH:33]4)[c:17]3[s:18]2)[CH2:6][CH2:7]1.